This data is from the Open Reaction Database (ORD), a public repository of structured organic reaction records. The task is: describe an organic reaction: reactants, conditions, products, and yield Solvent: O1CCOCC1 (dioxane), O1CCOCC1 (dioxane), O1CCOCC1 (dioxane). Starting materials: N1=CC=CC=C1 (pyridine), C(C)(C)C1=C(C(=CC(=C1)C(C)C)C(C)C)S(=O)(=O)Cl (2,4,6-tri-isopropylbenzenesulfonyl chloride), NC1=CC=C(C=C1)S(=O)(=O)C=CC#N (3-(4-aminobenzenesulfonyl)acrylonitrile). Yields the product C(C)(C)C1=C(C(=CC(=C1)C(C)C)C(C)C)S(=O)(=O)NC1=CC=C(C=C1)S(=O)(=O)C=CC#N (3-[4-(2,4,6-TRI-ISOPROPYLBENZENESULFONAMIDO)BENZENESULFONYL]acrylonitrile). RXN SMILES: [CH:1]([C:4]1[CH:9]=[C:8]([CH:10]([CH3:12])[CH3:11])[CH:7]=[C:6]([CH:13]([CH3:15])[CH3:14])[C:5]=1[S:16](Cl)(=[O:18])=[O:17])([CH3:3])[CH3:2].[NH2:20][C:21]1[CH:26]=[CH:25][C:24]([S:27]([CH:30]=[CH:31][C:32]#[N:33])(=[O:29])=[O:28])=[CH:23][CH:22]=1.N1C=CC=CC=1>O1CCOCC1>[CH:1]([C:4]1[CH:9]=[C:8]([CH:10]([CH3:12])[CH3:11])[CH:7]=[C:6]([CH:13]([CH3:15])[CH3:14])[C:5]=1[S:16]([NH:20][C:21]1[CH:22]=[CH:23][C:24]([S:27]([CH:30]=[CH:31][C:32]#[N:33])(=[O:29])=[O:28])=[CH:25][CH:26]=1)(=[O:18])=[O:17])([CH3:3])[CH3:2]. Procedure: a solution of 9.1 g (0.03 mol) of 2,4,6-tri-isopropylbenzenesulfonyl chloride in 50 ml dioxane is added at room temperature to a solution of 6.3 g (0.03 mol) of 3-(4-aminobenzenesulfonyl)acrylonitrile in 150 ml dioxane, the dioxane solution additionally containing 3 ml (0.03 mol) of pyridine. After 8 hours the reaction mixture is filtered and evaporated and a tannish solid consisting of 3-[4-(2,4,6-tri-isopropylbenzenesulfonamido)benzenesulfonyl]acrylonitrile is obtained: ##SPC19## Starting materials: NC=1C=C(OC2=C3C(=NC=C2)NC(N3)=O)C=CC1 (7-(3-aminophenoxy)-1H-imidazo[4,5-b]pyridin-2(3H)-one), ClC1=CC=C(C(=O)Cl)C=C1 (4-chlorobenzoyl chloride). The product is ClC1=CC=C(C(=O)NC2=CC(=CC=C2)OC2=C3C(=NC=C2)NC(N3)=O)C=C1 (4-Chloro-N-(3-(2-oxo-2,3-dihydro-1H-imidazo[4,5-b]pyridin-7-yloxy)phenyl)benzamide). Yield: 15.0%. As a reaction SMILES: [NH2:1][C:2]1[CH:3]=[C:4]([CH:16]=[CH:17][CH:18]=1)[O:5][C:6]1[CH:11]=[CH:10][N:9]=[C:8]2[NH:12][C:13](=[O:15])[NH:14][C:7]=12.[Cl:19][C:20]1[CH:28]=[CH:27][C:23]([C:24](Cl)=[O:25])=[CH:22][CH:21]=1>>[Cl:19][C:20]1[CH:28]=[CH:27][C:23]([C:24]([NH:1][C:2]2[CH:18]=[CH:17][CH:16]=[C:4]([O:5][C:6]3[CH:11]=[CH:10][N:9]=[C:8]4[NH:12][C:13](=[O:15])[NH:14][C:7]=34)[CH:3]=2)=[O:25])=[CH:22][CH:21]=1. Reported procedure: Method H was used with 7-(3-aminophenoxy)-1H-imidazo[4,5-b]pyridin-2(3H)-one and 4-chlorobenzoyl chloride to afford the title compound (11 mg, 15%). 1H-NMR (δ, ppm, DMSO-d6): 6.49 (d, 1H, HPy,5, J=6.0 Hz), 6.91 (d, 1H, Harom, J=8.0 Hz), 7.42 (t, 1H, Harom, J=8.0 Hz), 7.59-7.63 (m, 3H, Harom), 7.65 (d, 1H, Harom, J=8.0 Hz), 7.80 (d, 1H, HPy,6, J=6.0 Hz), 7.96 (d, 2H, Harom, J=9.0 Hz), 10.40 (s, 1H, NHamide), 11.19 (s, 1H, NHPy3), 11.38 (s, 1H, NHPy2). HRMS (EI): m/z [M+H] calcd for C19H14N4O3Cl: ... Starting materials: COC=1C=CC=2C(C3=NC=CC=C3C2C1)=O (6-methoxy-indeno[2,1-b]pyridin-9-one), Cl (hydrochloric acid). Reagents/catalysts: O=[Pt]=O (PtO2), [Pd] (palladium on carbon). Solvent: CO (methanol). Reaction conditions: time 4 hour. Product: COC=1C=CC=2C[C@@H]3NCCC[C@@H]3C2C1 (cis-6-methoxy-2,3,4,4a,9,9a-hexahydro-1H-indeno[2,1-b]pyridine). Reaction SMILES: [CH3:1][O:2][C:3]1[CH:4]=[CH:5][C:6]2[C:7](=O)[C:8]3[C:13]([C:14]=2[CH:15]=1)=[CH:12][CH:11]=[CH:10][N:9]=3.Cl>[Pd].O=[Pt]=O.CO>[CH3:1][O:2][C:3]1[CH:4]=[CH:5][C:6]2[CH2:7][C@H:8]3[C@@H:13]([C:14]=2[CH:15]=1)[CH2:12][CH2:11][CH2:10][NH:9]3. Reported procedure: A mixture of 6-methoxy-indeno[2,1-b]pyridin-9-one (2.00 g), 10% palladium on carbon (0.30 g), 4 M aqueous hydrochloric acid (6 mL), and methanol (100 mL) is shaken under hydrogen atmosphere (3 bar) at room temperature for 4 h. PtO2 (0.20 g) is then added and shaking is continued under hydrogen atmosphere (1 bar) at room temperature for another 36 h. The catalysts are separated by filtration and the filtrate is concentrated. The residue is basified by the addition of 2 M aqueous NaOH solution and... Solvent: C(Cl)Cl (CH2Cl2). Starting materials: NS(=O)(=O)C=1C=C(C=CC1)C=1C=C2CC[C@H](OC2=CC1)CN(C(OC(C)(C)C)=O)C[C@@H](C=1C=NC=CC1)O[Si](C)(C)C(C)(C)C (tert-Butyl {(2S)-6-[3-(aminosulfonyl)phenyl]-3,4-dihydro-2H-chromen-2-yl}methyl[(2R)-2-{[tert-butyl(dimethyl)silyl]oxy}-2-(3-pyridinyl)ethyl]carbamate), COCC(=O)O (methoxyacetic acid), CCN=C=NCCCN(C)C.Cl (EDCl). Procedure details: A solution of the compound of Example 281 (60 mg, 0.091 mmol), methoxyacetic acid (13 mg, 0.13 mmol), EDCl (26 mg, 0.14 mmol), and DMAP (11 mg, 0.091 mmol) in CH2Cl2 (1.5 mL) was stirred at room temperature overnight. The reaction mixture was concentrated down and the crude product was purified by preparative TLC plate with CH2Cl2:MeOH:NH4OH (90:15:2) to obtain (60 mg). ESLC-MS: m/z=725 (MH+); 1H NMR (MeOH-d4): 8.566˜8.439 (m, 2H), 8.077 (s, 1H), 7.889˜7.780 (m, 1H), 7.675 (m, 1H), 7.453 (m, 2H)... As a reaction SMILES: [NH2:1][S:2]([C:5]1[CH:6]=[C:7]([C:11]2[CH:12]=[C:13]3[C:18](=[CH:19][CH:20]=2)[O:17][C@H:16]([CH2:21][N:22]([CH2:30][C@H:31]([O:38][Si:39]([C:42]([CH3:45])([CH3:44])[CH3:43])([CH3:41])[CH3:40])[C:32]2[CH:33]=[N:34][CH:35]=[CH:36][CH:37]=2)[C:23](=[O:29])[O:24][C:25]([CH3:28])([CH3:27])[CH3:26])[CH2:15][CH2:14]3)[CH:8]=[CH:9][CH:10]=1)(=[O:4])=[O:3].[CH3:46][O:47][CH2:48][C:49](O)=[O:50].CCN=C=NCCCN(C)C.Cl>CN(C1C=CN=CC=1)C.C(Cl)Cl>[Si:39]([O:38][C@H:31]([C:32]1[CH:33]=[N:34][CH:35]=[CH:36][CH:37]=1)[CH2:30][N:22]([CH2:21][C@@H:16]1[CH2:15][CH2:14][C:13]2[C:18](=[CH:19][CH:20]=[C:11]([C:7]3[CH:8]=[CH:9][CH:10]=[C:5]([S:2]([NH:1][C:49](=[O:50])[CH2:48][O:47][CH3:46])(=[O:4])=[O:3])[CH:6]=3)[CH:12]=2)[O:17]1)[C:23](=[O:29])[O:24][C:25]([CH3:26])([CH3:27])[CH3:28])([C:42]([CH3:45])([CH3:44])[CH3:43])([CH3:40])[CH3:41] |f:2.3|. The reagents and catalysts are CN(C)C=1C=CN=CC1 (DMAP). Yields the product [Si](C)(C)(C(C)(C)C)O[C@@H](CN(C(OC(C)(C)C)=O)C[C@H]1OC2=CC=C(C=C2CC1)C1=CC(=CC=C1)S(=O)(=O)NC(COC)=O)C=1C=NC=CC1 (tert-Butyl (2R)-2-{[tert-butyl(dimethyl)silyl]oxy}-2-(3-pyridinyl)ethyl{[(2S)-6-(3-{[(methoxyacetyl)amino]sulfonyl}phenyl)-3,4-dihydro-2H-chromen-2-yl]methyl}carbamate). Starting materials: C(=O)([O-])[O-].[K+].[K+] (K2CO3), solution, C(C)N (EtNH2), ClC1=CC(=NC=C1[N+](=O)[O-])C(F)(F)F (4-chloro-5-nitro-2-trifluoromethyl-pyridine). Solvent: C1CCOC1 (THF), C(C)#N (acetonitrile). Run at temperature 0 celsius, time 2 hour. The product is C(C)NC1=CC(=NC=C1[N+](=O)[O-])C(F)(F)F (ethyl-(5-nitro-2-trifluoromethyl-pyridin-4-yl)-amine). Reaction SMILES: C([O-])([O-])=O.[K+].[K+].[CH2:7]([NH2:9])[CH3:8].Cl[C:11]1[C:16]([N+:17]([O-:19])=[O:18])=[CH:15][N:14]=[C:13]([C:20]([F:23])([F:22])[F:21])[CH:12]=1>C1COCC1.C(#N)C>[CH2:7]([NH:9][C:11]1[C:16]([N+:17]([O-:19])=[O:18])=[CH:15][N:14]=[C:13]([C:20]([F:23])([F:21])[F:22])[CH:12]=1)[CH3:8] |f:0.1.2|. Procedure: K2CO3 (4.15 g, 30.01 mmol), and 2.0 M solution of EtNH2 (15 mL, 30.01 mmol) in THF are added o a solution of 4-chloro-5-nitro-2-trifluoromethyl-pyridine (3.4 g, 15.0 mmol) in acetonitrile (30 mL) under cold conditions . The reaction is complete after stirring at 0° C. for 2 h. Usual work up affords ethyl-(5-nitro-2-trifluoromethyl-pyridin-4-yl)-amine as an yellow-orange viscous oil. 1H NMR (300 MHz, CDCl3): δ 9.24 (s, 1H), 7.09 (s, 1H), 3.45 (t, J=7.2 Hz, 2H), 1.42 (t, J=7.2 Hz, 3H). Starting materials: [OH-].[Na+] (sodium hydroxide), S(=O)(=O)(O)O.CNC(=N)N (methylguanidine sulfate), S(=O)(=O)([O-])[O-].[Na+].[Na+] (sodium sulfate), COC1=CC=C(C=C1)CC(=O)Cl (4-methoxyphenylacetyl chloride). Run in CC(=O)C (acetone), CC(=O)C (acetone). Run at time 2 hour. The product is Cl.COC1=CC=C(C=C1)CC(=O)NC(=N)NC (1-(4-methoxyphenylacetyl)-3-methylguanidine hydrochloride). Isolated yield 37.3%. RXN SMILES: [OH-].[Na+].S(O)(O)(=O)=O.[CH3:8][NH:9][C:10]([NH2:12])=[NH:11].S([O-])([O-])(=O)=O.[Na+].[Na+].[CH3:20][O:21][C:22]1[CH:27]=[CH:26][C:25]([CH2:28][C:29]([Cl:31])=[O:30])=[CH:24][CH:23]=1>CC(C)=O>[ClH:31].[CH3:20][O:21][C:22]1[CH:27]=[CH:26][C:25]([CH2:28][C:29]([NH:12][C:10]([NH:9][CH3:8])=[NH:11])=[O:30])=[CH:24][CH:23]=1 |f:0.1,2.3,4.5.6,9.10|. Reported procedure: A mixture of 8.80 g of a 50% aqueous sodium hydroxide solution, 13.44 g of methylguanidine sulfate and 100 ml acetone is stirred for 21/2 hrs at RT. 6.0 g of anhydrous sodium sulfate are added to the mixture, and stirring continued for 1 hr. 4-methoxyphenylacetyl chloride (9.23 g) in 50 ml acetone is added, and the reaction mixture stirred overnight at RT. The reaction mixuture is filtered and the filtrate is diluted with 100 ml of saturated aqueous sodium bicarbonate and the acetone evaporated ... The reactants are C(C)(C)(CC(C)(C)C)C1=CC=C(C=C1)O (p-tert-octylphenol), C=O (paraformaldehyde), O.O.C(C(=O)O)(=O)O (oxalic acid dihydrate), C=O (formaldehyde), C1(=CC=CC=C1)O (Phenol), C=O (formaldehyde), C(C)(C)(CC(C)(C)C)C1=CC=C(C=C1)O (p-tert-octylphenol). Run at temperature 100 celsius. Product: C(C)(C)(CC(C)(C)C)C1=CC=C(C=C1)O.C1(=CC=CC=C1)O.C=O (p-tert-octylphenol phenol formaldehyde). Reaction SMILES: [C:1]([C:9]1[CH:14]=[CH:13][C:12]([OH:15])=[CH:11][CH:10]=1)([CH2:4][C:5]([CH3:8])([CH3:7])[CH3:6])([CH3:3])[CH3:2].C=O.O.O.C(O)(=O)[C:21](O)=[O:22].[C:26]1([OH:32])[CH:31]=[CH:30][CH:29]=[CH:28][CH:27]=1>>[C:1]([C:9]1[CH:10]=[CH:11][C:12]([OH:15])=[CH:13][CH:14]=1)([CH2:4][C:5]([CH3:8])([CH3:7])[CH3:6])([CH3:2])[CH3:3].[C:26]1([OH:32])[CH:31]=[CH:30][CH:29]=[CH:28][CH:27]=1.[CH2:21]=[O:22] |f:2.3.4,6.7.8|. Procedure: 206 g (1 mole) of p-tert-octylphenol, 59.0 g (1.57 moles) of 80% paraformaldehyde and 5.0 g of oxalic acid dihydrate were reacted under water reflux (100° C.) for 10 hours in a glass reactor to form a reaction intermediate. Ten hours after the initiation of the reaction, 89% of the used formaldehyde was consumed,and 1.32 moles of the formaldehyde added to 1.0 mole of p-tert-octylphenol. Phenol (70.5 g; 0.75 mole) was added to the reaction intermediate, and reacted at 100° C. for 3 hours. The rea... The reactants are ON1N=NC2=C1C=CC=C2 (1-hydroxy-1H-benzotriazole), CN1CCOCC1 (4-methylmorpholine), Cl.CN(CCCN=C=NCC)C (N′-(3-dimethylaminopropyl)-N-ethylcarbodiimide hydrochloride), NC(C)C=1C(NC(=NN1)CC1=CC(=C(C=C1)OC)OC)=O (6-(1-aminoethyl)-3-(3,4-dimethoxybenzyl)-1,2,4-triazin-5(4H)-one), C(C)(=O)C(C(=O)O)CCCC1CCCCC1 (2-acetyl-5-cyclohexylpentanoic acid), C(C)(=O)C(C(=O)O)CCCC1CCCCC1 (2-acetyl-5-cyclohexylpentanoic acid). The product is C(C)(=O)C(C(=O)NC(C)C=1C(NC(=NN1)CC1=CC(=C(C=C1)OC)OC)=O)CCCC1CCCCC1 (2-acetyl-5-cyclohexyl-N-{1-[3-(3,4-dimethoxybenzyl)-5-oxo-4,5-dihydro-1,2,4-triazin-6-yl]ethyl }pentanamide). Reaction SMILES: ON1C2C=CC=CC=2N=N1.CN1CCOCC1.Cl.CN(C)CCCN=C=NCC.[NH2:30][CH:31]([C:33]1[C:34](=[O:50])[NH:35][C:36]([CH2:39][C:40]2[CH:45]=[CH:44][C:43]([O:46][CH3:47])=[C:42]([O:48][CH3:49])[CH:41]=2)=[N:37][N:38]=1)[CH3:32].[C:51]([CH:54]([CH2:58][CH2:59][CH2:60][CH:61]1[CH2:66][CH2:65][CH2:64][CH2:63][CH2:62]1)[C:55](O)=[O:56])(=[O:53])[CH3:52]>>[C:51]([CH:54]([CH2:58][CH2:59][CH2:60][CH:61]1[CH2:62][CH2:63][CH2:64][CH2:65][CH2:66]1)[C:55]([NH:30][CH:31]([C:33]1[C:34](=[O:50])[NH:35][C:36]([CH2:39][C:40]2[CH:45]=[CH:44][C:43]([O:46][CH3:47])=[C:42]([O:48][CH3:49])[CH:41]=2)=[N:37][N:38]=1)[CH3:32])=[O:56])(=[O:53])[CH3:52] |f:2.3|. Procedure: The amount of 2-acetyl-5-cyclohexylpentanoic acid in dichloromethane from Example 36A is reacted analogously to Example 39A with 280 mg (2.08 mmol) of 1-hydroxy-1H-benzotriazole, 610 mg (6.00 mmol) of 4-methylmorpholine, 400 mg (2.08 mmol) of N′-(3-dimethylaminopropyl)-N-ethylcarbodiimide hydrochloride and 600 mg (2.08 mmol) of 6-(1-aminoethyl)-3-(3,4-dimethoxybenzyl)-1,2,4-triazin-5(4H)-one to give 2-acetyl-5-cyclohexyl-N-{1-[3-(3,4-dimethoxybenzyl)-5-oxo-4,5-dihydro-1,2,4-triazin-6-yl]ethyl }p...